Dataset: the Open Reaction Database (ORD), a public repository of structured organic reaction records. Task: describe an organic reaction: reactants, conditions, products, and yield Reactants: COC(=O)C=1SC=CC1N(C(=O)[C@@H]1CC[C@H](CC1)C)[C@@H]1CC[C@H](CC1)O (3-[(trans-4-hydroxy-cyclohexyl)-(trans-4-methyl-cyclohexanecarbonyl)-amino]-thiophene-2-carboxylic acid methyl ester), O1CCCC=C1 (3,4-dihydro-2H-pyran), C(=O)(O)[O-].[Na+] (NaHCO3). The solvent is C(Cl)Cl (DCM). Yields the product COC(=O)C=1SC=CC1N([C@@H]1CC[C@H](CC1)OC1OCCCC1)C(=O)[C@@H]1CC[C@H](CC1)C (3-{(trans-4-methyl-cyclohexanecarbonyl)-[trans-4-(tetrahydro-pyran-2-yloxy)-cyclohexyl]-amino}-thiophene-2-carboxylic acid methyl ester). The yield is 48.4%. Reaction SMILES: [CH3:1][O:2][C:3]([C:5]1[S:6][CH:7]=[CH:8][C:9]=1[N:10]([C@H:20]1[CH2:25][CH2:24][C@H:23]([OH:26])[CH2:22][CH2:21]1)[C:11]([C@H:13]1[CH2:18][CH2:17][C@H:16]([CH3:19])[CH2:15][CH2:14]1)=[O:12])=[O:4].[O:27]1[CH:32]=[CH:31][CH2:30][CH2:29][CH2:28]1.C([O-])(O)=O.[Na+]>C(Cl)Cl>[CH3:1][O:2][C:3]([C:5]1[S:6][CH:7]=[CH:8][C:9]=1[N:10]([C:11]([C@H:13]1[CH2:18][CH2:17][C@H:16]([CH3:19])[CH2:15][CH2:14]1)=[O:12])[C@H:20]1[CH2:21][CH2:22][C@H:23]([O:26][CH:28]2[CH2:29][CH2:30][CH2:31][CH2:32][O:27]2)[CH2:24][CH2:25]1)=[O:4] |f:2.3|. Procedure details: To a solution of 3-[(trans-4-hydroxy-cyclohexyl)-(trans-4-methyl-cyclohexanecarbonyl)-amino]-thiophene-2-carboxylic acid methyl ester (140 mg, 0.37 mmol) in DCM (4 mL) p-toluenesulfonic acid monohydrate (6 mg) and 3,4-dihydro-2H-pyran (38 μl, 0.42 mmol) were added at room temperature. After stirring for 1 h and 10 min saturated NaHCO3 was added. It was extracted with DCM, washed with brine, dried (MgSO4) and evaporated. The crude material was chromatographed over silica gel (prewashed with Et3N)... The reactants are COC(=O)C1OC2=C(CC3=C(O1)C=C(C=C3)OC)C=CC=C2 (Methyl-3-methoxy-12H-dibenzo[d,g][1,3]-dioxocin-6-carboxylate), [OH-].[Na+] (sodium hydroxide). Run in O1CCCC1 (tetrahydrofuran), O (water), CCOCC (ether). Reaction conditions: time 8 hour. The product is COC=1C=CC2=C(OC(OC3=C(C2)C=CC=C3)C(=O)O)C1 (3-Methoxy-12H-dibenzo-[d,g][1,3]dioxocin-6-carboxylic Acid). Reaction SMILES: C[O:2][C:3]([CH:5]1[O:12][C:11]2[CH:13]=[C:14]([O:17][CH3:18])[CH:15]=[CH:16][C:10]=2[CH2:9][C:8]2[CH:19]=[CH:20][CH:21]=[CH:22][C:7]=2[O:6]1)=[O:4].[OH-].[Na+]>O1CCCC1.O.CCOCC>[CH3:18][O:17][C:14]1[CH:15]=[CH:16][C:10]2[CH2:9][C:8]3[CH:19]=[CH:20][CH:21]=[CH:22][C:7]=3[O:6][CH:5]([C:3]([OH:4])=[O:2])[O:12][C:11]=2[CH:13]=1 |f:1.2|. Procedure: Methyl-3-methoxy-12H-dibenzo[d,g][1,3]-dioxocin-6-carboxylate (0.32 g, 1.07 mmol) was dissolved in 20 ml of tetrahydrofuran and 3.0 ml of 2 M sodium hydroxide was added. The mixture was stirred at ambient temperature overnight. It was then diluted with 20 ml of water and 50 ml of ether and the layers separated. The organic layer was extracted with water and the aqueous extract combined with the original aqueous layer. The resulting solution was acidified with 10 percent aqueous hydrochloric acid...